From a dataset of the Open Reaction Database (ORD), a public repository of structured organic reaction records. describe an organic reaction: reactants, conditions, products, and yield The reactants are C(C)(C)(C)OC(=O)N1CCC(CC1)(C#N)N (4-amino-4-cyano-piperidine-1-carboxylic acid tert-butyl ester), ClC1=CC=C(C(=O)Cl)C=C1 (4-chloro-benzoyl chloride), [OH-].[Na+] (NaOH). Run in ClCCl (dichlormethane), C(C)N(CC)CC (triethylamine). Reaction conditions: time 8 hour. Product: C(C)(C)(C)OC(=O)N1CCC(CC1)(C#N)NC(C1=CC=C(C=C1)Cl)=O (4-(4-Chloro-benzoylamino)-4-cyano-piperidine-1-carboxylic acid tert-butyl ester). As a reaction SMILES: [C:1]([O:5][C:6]([N:8]1[CH2:13][CH2:12][C:11]([NH2:16])([C:14]#[N:15])[CH2:10][CH2:9]1)=[O:7])([CH3:4])([CH3:3])[CH3:2].[Cl:17][C:18]1[CH:26]=[CH:25][C:21]([C:22](Cl)=[O:23])=[CH:20][CH:19]=1.[OH-].[Na+]>ClCCl.C(N(CC)CC)C>[C:1]([O:5][C:6]([N:8]1[CH2:9][CH2:10][C:11]([NH:16][C:22](=[O:23])[C:21]2[CH:25]=[CH:26][C:18]([Cl:17])=[CH:19][CH:20]=2)([C:14]#[N:15])[CH2:12][CH2:13]1)=[O:7])([CH3:4])([CH3:2])[CH3:3] |f:2.3|. Procedure details: To a solution of 4-amino-4-cyano-piperidine-1-carboxylic acid tert-butyl ester (1.25 g, 5.55 mmol, 1.0 equiv; prepared as described in WO 03/104 236 A1 (Bristol-Myers Squibb Company); [CAS RN 331281-25-5]) in dichlormethane (30 mL) and triethylamine (1.20 mL) was added 4-chloro-benzoyl chloride (1.09 g, 6.21 mmol, 1.12 equiv; commercially available) and the reaction stirred at rt overnight. A solution of 1 M NaOH (10 mL) was added and the reaction mixture extracted with ethyl acetate. The combin... Starting materials: CC#N, BrCCCOc1ccccc1, O=C(OC1CN2CCC1CC2)C1(c2ccccc2)CCCCCC1. Yields the product [Br-], O=C(OC1C[N+]2(CCCOc3ccccc3)CCC1CC2)C1(c2ccccc2)CCCCCC1. As a reaction SMILES: [CH3:36][C:37]#[N:38].[O:25]([c:26]1[cH:27][cH:28][cH:29][cH:30][cH:31]1)[CH2:32][CH2:33][CH2:34][Br:35].[c:1]1([C:7]2([C:14](=[O:15])[O:16][CH:17]3[CH2:18][N:19]4[CH2:20][CH2:21][CH:22]3[CH2:23][CH2:24]4)[CH2:8][CH2:9][CH2:10][CH2:11][CH2:12][CH2:13]2)[cH:2][cH:3][cH:4][cH:5][cH:6]1>>[Br-:35].[c:1]1([C:7]2([C:14](=[O:15])[O:16][CH:17]3[CH2:18][N+:19]4([CH2:34][CH2:33][CH2:32][O:25][c:26]5[cH:27][cH:28][cH:29][cH:30][cH:31]5)[CH2:20][CH2:21][CH:22]3[CH2:23][CH2:24]4)[CH2:8][CH2:9][CH2:10][CH2:11][CH2:12][CH2:13]2)[cH:2][cH:3][cH:4][cH:5][cH:6]1. The reactants are O=C1N(CCN1)C1=CC=C(C=C1)C(C(CC(=O)O)C)=O (4-(4-(2-Oxo-imidazolidin-1-yl)-phenyl)-4-oxo-3-methyl-butyric acid), O.NN (hydrazine hydrate). The solvent is C(C)O (ethanol), CN(C=O)C (dimethylformamide). Yields the product O=C1N(CCN1)C1=CC=C(C=C1)C=1C(CC(NN1)=O)C (6-(4-(2-Oxo-imidazolidin-1-yl)-phenyl)-5-methyl-4,5-dihydro-3(2H)-pyridazinone). As a reaction SMILES: [O:1]=[C:2]1[NH:6][CH2:5][CH2:4][N:3]1[C:7]1[CH:12]=[CH:11][C:10]([C:13](=O)[CH:14]([CH3:19])[CH2:15][C:16](O)=[O:17])=[CH:9][CH:8]=1.O.[NH2:22][NH2:23]>C(O)C.CN(C)C=O>[O:1]=[C:2]1[NH:6][CH2:5][CH2:4][N:3]1[C:7]1[CH:12]=[CH:11][C:10]([C:13]2[CH:14]([CH3:19])[CH2:15][C:16](=[O:17])[NH:22][N:23]=2)=[CH:9][CH:8]=1 |f:1.2|. Procedure details: 4 g (0.014 mole) of the compound prepared in Example 4 are stirred with 1 ml (0.021 mole) of hydrazine hydrate in 30 ml of ethanol and 20 ml of dimethylformamide at 80° C. for 2 hours. After the mixture has been cooled, the product is filtered off with suction and recrystallised from dimethylformamide. The reactants are CCCCBr, O=C1NC(Cc2ccccc2)CO1, C1CCOC1, [H-], [Na+], CN(C)C=O. The product is CCCCN1C(=O)OCC1Cc1ccccc1. RXN SMILES: [Br:16][CH2:17][CH2:18][CH2:19][CH3:20].[CH2:1]([c:2]1[cH:3][cH:4][cH:5][cH:6][cH:7]1)[CH:8]1[NH:9][C:10](=[O:13])[O:11][CH2:12]1.[CH2:21]1[O:22][CH2:23][CH2:24][CH2:25]1.[H-:15].[Na+:14].[O:26]=[CH:27][N:28]([CH3:29])[CH3:30]>>[CH2:1]([c:2]1[cH:3][cH:4][cH:5][cH:6][cH:7]1)[CH:8]1[N:9]([CH2:17][CH2:18][CH2:19][CH3:20])[C:10](=[O:13])[O:11][CH2:12]1. Reactants: IC1=C(C(=O)O)C=CC(=C1)OC1=CC=CC=C1 (2-iodo-4-phenoxybenzoic acid), C1(CCCCC1)N (cyclohexylamine), CN1CCOCC1 (N-methylmorpholine), C(CC(O)(C(=O)O)CC(=O)O)(=O)O (citric acid). Reagents/catalysts: [Cu]I (copper(I) iodide), [Cu] (copper). Run in CN(C=O)C (N,N-dimethylformamide), C(C)(=O)OCC (ethyl acetate). Run at temperature 180 celsius, time 15 minute. Product: C1(CCCCC1)NC1=C(C(=O)O)C=CC(=C1)OC1=CC=CC=C1 (2-(cyclohexylamino)-4-phenoxybenzoic acid). Reaction SMILES: I[C:2]1[CH:10]=[C:9]([O:11][C:12]2[CH:17]=[CH:16][CH:15]=[CH:14][CH:13]=2)[CH:8]=[CH:7][C:3]=1[C:4]([OH:6])=[O:5].[CH:18]1([NH2:24])[CH2:23][CH2:22][CH2:21][CH2:20][CH2:19]1.CN1CCOCC1.C(O)(=O)CC(CC(O)=O)(C(O)=O)O>[Cu]I.[Cu].C(OCC)(=O)C.CN(C)C=O>[CH:18]1([NH:24][C:2]2[CH:10]=[C:9]([O:11][C:12]3[CH:17]=[CH:16][CH:15]=[CH:14][CH:13]=3)[CH:8]=[CH:7][C:3]=2[C:4]([OH:6])=[O:5])[CH2:23][CH2:22][CH2:21][CH2:20][CH2:19]1. Procedure: To N,N-dimethylformamide 1.0 mL solution of 2-iodo-4-phenoxybenzoic acid 40 mg, were added cyclohexylamine 0.027 mL, copper(I) iodide 3 mg, copper powder 3 mg and N-methylmorpholine 0.040 mL, and it was stirred under application of pressure at 180° C. for 15 minutes. After the reaction mixture was cooled to room temperature,10% citric acid aqueous solution and ethyl acetate were added to it. The organic layer was separated and collected,dried over anhydrous magnesium sulfate, the solvent was rem...